From a dataset of the Open Reaction Database (ORD), a public repository of structured organic reaction records. describe an organic reaction: reactants, conditions, products, and yield Starting materials: B, C=CCC1(c2ccc(F)cc2)CCN(C2CCCN(Cc3ccccc3)C2)C(=O)O1, C1CCOC1, C1CCOC1, Cl, [Na+], [OH-], O, OO. Product: O=C1OC(CCCO)(c2ccc(F)cc2)CCN1C1CCCN(Cc2ccccc2)C1. RXN SMILES: [BH3:31].[CH2:1]([CH:2]=[CH2:3])[C:4]1([c:24]2[cH:25][cH:26][c:27]([F:30])[cH:28][cH:29]2)[CH2:5][CH2:6][N:7]([CH:11]2[CH2:12][N:13]([CH2:17][c:18]3[cH:19][cH:20][cH:21][cH:22][cH:23]3)[CH2:14][CH2:15][CH2:16]2)[C:8](=[O:10])[O:9]1.[CH2:32]1[CH2:35][CH2:34][CH2:33][O:36]1.[CH2:42]1[O:43][CH2:44][CH2:45][CH2:46]1.[ClH:41].[Na+:38].[OH-:37].[OH2:47].[OH:39][OH:40]>>[CH2:1]([CH2:2][CH2:3][OH:36])[C:4]1([c:24]2[cH:25][cH:26][c:27]([F:30])[cH:28][cH:29]2)[CH2:5][CH2:6][N:7]([CH:11]2[CH2:12][N:13]([CH2:17][c:18]3[cH:19][cH:20][cH:21][cH:22][cH:23]3)[CH2:14][CH2:15][CH2:16]2)[C:8](=[O:10])[O:9]1. Product: COC(=O)c1cn(C(C)C)nc1C. Starting materials: C[Si](C)(C)C=[N+]=[N-], Cc1nn(C(C)C)cc1C(=O)O, CO, c1ccccc1. Reaction SMILES: [CH3:13][Si:14]([CH:15]=[N+:16]=[N-:17])([CH3:18])[CH3:19].[CH3:1][CH:2]([CH3:3])[n:4]1[n:5][c:6]([CH3:12])[c:7]([C:9](=[O:10])[OH:11])[cH:8]1.[CH3:26][OH:27].[cH:20]1[cH:21][cH:22][cH:23][cH:24][cH:25]1>>[CH3:1][CH:2]([CH3:3])[n:4]1[n:5][c:6]([CH3:12])[c:7]([C:9](=[O:10])[O:11][CH3:13])[cH:8]1. Starting materials: FC(F)(F)OC1=CC=C(C=C1)N (p-Aminophenyl trifluoromethyl ether), ClC=1C=C(C=CC(=O)Cl)C=CC1Cl (3,4-dichlorocinnamoyl chloride), ice water. Run in O1CCOCC1 (dioxane). The product is ClC=1C=C(C=CC(=O)NC2=CC=C(C=C2)OC(F)(F)F)C=CC1Cl (3,4-Dichloro-4'-(trifluoromethoxy)cinnamanilide). Reaction SMILES: [F:1][C:2]([O:5][C:6]1[CH:11]=[CH:10][C:9]([NH2:12])=[CH:8][CH:7]=1)([F:4])[F:3].[Cl:13][C:14]1[CH:15]=[C:16]([CH:22]=[CH:23][C:24]=1[Cl:25])[CH:17]=[CH:18][C:19](Cl)=[O:20]>O1CCOCC1>[Cl:13][C:14]1[CH:15]=[C:16]([CH:22]=[CH:23][C:24]=1[Cl:25])[CH:17]=[CH:18][C:19]([NH:12][C:9]1[CH:10]=[CH:11][C:6]([O:5][C:2]([F:3])([F:4])[F:1])=[CH:7][CH:8]=1)=[O:20]. Procedure: p-Aminophenyl trifluoromethyl ether (0.7 g) pyridine (30 ml) and 3,4-dichlorocinnamoyl chloride (1 g) in dioxane (5 ml) were agitated and heated 3 hours at 80°-90° in a suitable flask fitted with a reflux condenser. The reaction mixture was then poured into 2 l. of ice-water containing conc. hydrochloric acid (50 ml). The crude product was filtered, washed with water and dried. It was recrystallized first from a blend of toluene (50 ml) and hexane (60 ml) and then from toluene (16 ml) and hexane... Starting materials: CCO, Cl, O, O=[N+]([O-])c1cccc(S(=O)(=O)Nc2nccs2)c1. The product is Nc1cccc(S(=O)(=O)Nc2nccs2)c1. RXN SMILES: [CH3:20][CH2:21][OH:22].[ClH:19].[OH2:23].[s:1]1[c:2]([NH:6][S:7](=[O:8])(=[O:9])[c:10]2[cH:11][c:12]([N+:16]([O-:17])=[O:18])[cH:13][cH:14][cH:15]2)[n:3][cH:4][cH:5]1>>[s:1]1[c:2]([NH:6][S:7](=[O:8])(=[O:9])[c:10]2[cH:11][c:12]([NH2:16])[cH:13][cH:14][cH:15]2)[n:3][cH:4][cH:5]1. Reactants: ClC=1C=CN(NC1)C(=O)OC (Methyl 5-chloro-2-pyridazinecarboxylate), ClC=1N=CC(=NC1)C(=O)Cl (5-chloropyrazine-2-carbonyl chloride), acid chloride, acid chloride, solution, CN (methylamine), C(C(=O)Cl)(=O)Cl (oxalyl chloride), carboxylic acid, ClC=1N=CC(=NC1)C(=O)O (5-chloropyrazine-2-carboxylic acid), S(=O)(Cl)Cl (thionyl chloride). Solvent: O1CCCC1 (tetrahydrofuran). Yields the product ClC=1N=CC(=NC1)C(=O)NC (5-chloro-N-methylpyrazine-2-carboxamide). Reaction SMILES: ClC1C=[CH:4][N:5](C(OC)=O)NC=1.[Cl:12][C:13]1[N:14]=[CH:15][C:16]([C:19]([OH:21])=O)=[N:17][CH:18]=1.ClC1N=CC(C(Cl)=O)=NC=1.S(Cl)(Cl)=O.C(Cl)(=O)C(Cl)=O.CN>O1CCCC1>[Cl:12][C:13]1[N:14]=[CH:15][C:16]([C:19]([NH:5][CH3:4])=[O:21])=[N:17][CH:18]=1. Procedure details: Methyl 5-chloro-2-pyridazinecarboxylate (CAS #33332-25-1) is hydrolyzed to the corresponding carboxylic acid, 5-chloropyrazine-2-carboxylic acid. This acid is then converted to the corresponding acid chloride, 5-chloropyrazine-2-carbonyl chloride, by treatment with either thionyl chloride or oxalyl chloride. This acid chloride is then treated with a 2 M solution of methylamine in tetrahydrofuran to provide 5-chloro-N-methylpyrazine-2-carboxamide. The procedure of Example 48 is then repeated, sub... Reactants: Br, Br, ClCCl, CCC(=O)c1ccc(Cl)cc1. Product: CC(Br)C(=O)c1ccc(Cl)cc1. Reaction SMILES: [Br:13].[BrH:12].[Cl:14][CH2:15][Cl:16].[Cl:1][c:2]1[cH:3][cH:4][c:5]([C:8]([CH2:9][CH3:10])=[O:11])[cH:6][cH:7]1>>[Cl:1][c:2]1[cH:3][cH:4][c:5]([C:8]([CH:9]([CH3:10])[Br:12])=[O:11])[cH:6][cH:7]1. Starting materials: O=C(O)c1cc(Cl)cnc1Cc1cccc(F)c1, Cl, COC(=O)c1ccc(C(C)N)cc1. Yields the product COC(=O)c1ccc(C(C)NC(=O)c2cc(Cl)cnc2Cc2cccc(F)c2)cc1. Reaction SMILES: [Cl:1][c:2]1[cH:3][n:4][c:5]([CH2:11][c:12]2[cH:13][c:14]([F:18])[cH:15][cH:16][cH:17]2)[c:6]([C:7](=[O:8])[OH:9])[cH:10]1.[ClH:19].[NH2:20][CH:21]([CH3:22])[c:23]1[cH:24][cH:25][c:26]([C:27](=[O:28])[O:29][CH3:30])[cH:31][cH:32]1>>[Cl:1][c:2]1[cH:3][n:4][c:5]([CH2:11][c:12]2[cH:13][c:14]([F:18])[cH:15][cH:16][cH:17]2)[c:6]([C:7](=[O:9])[NH:20][CH:21]([CH3:22])[c:23]2[cH:24][cH:25][c:26]([C:27](=[O:28])[O:29][CH3:30])[cH:31][cH:32]2)[cH:10]1.